This data is from the Open Reaction Database (ORD), a public repository of structured organic reaction records. The task is: describe an organic reaction: reactants, conditions, products, and yield Reported procedure: Compound 19 (18 mg, 0.047 mmol) is dissolved in methanol (0.50 mL) and LiOH (0.04 g, 0.60 mmol) is added. The reaction is heated and maintained at reflux for 2 hours, diluted with ether (5 mL). The organic layer is washed with water (1×5 mL) and brine (1×5 mL). The combined organic layer is concentrated in vacuo then purified by silica gel chromatography eluding with 75% methanol and 25% methylene chloride. Reaction SMILES: [OH:1][CH2:2][C:3]([NH:24][C:25](=[O:27])[CH3:26])([CH2:22][OH:23])[CH2:4][C:5]1[C:13]2[C:8](=[CH:9][C:10]([CH2:14][CH2:15][CH2:16][CH2:17][CH2:18][CH2:19][CH2:20][CH3:21])=[CH:11][CH:12]=2)[CH2:7][CH:6]=1.[Li+].[OH-]>CO.CCOCC>[OH:23][CH2:22][C:3]([NH:24][C:25](=[O:27])[CH3:26])([CH2:2][OH:1])[CH2:4][CH:5]1[C:13]2[C:8](=[CH:9][C:10]([CH2:14][CH2:15][CH2:16][CH2:17][CH2:18][CH2:19][CH2:20][CH3:21])=[CH:11][CH:12]=2)[CH2:7][CH2:6]1 |f:1.2|. Run in CO (methanol), CCOCC (ether). The product is OCC(CC1CCC2=CC(=CC=C12)CCCCCCCC)(CO)NC(C)=O (N-[1,1-Bis-hydroxymethyl-2-(5-octyl-indan-1-yl)-ethyl]-acetamide). Starting materials: OCC(CC1=CCC2=CC(=CC=C12)CCCCCCCC)(CO)NC(C)=O (N-[1,1-Bis-hydroxymethyl-2-(5-octyl-3H-inden-1-yl)-ethyl]-acetamide), [Li+].[OH-] (LiOH). Starting materials: S(=O)(=O)(OCCC#C)C1=CC=C(C)C=C1 (3-butynyl tosylate), C1(=CC=CC=C1)C=1CCNCC1 (4-phenyl-1,2,3,6-tetrahydropyridine), C([O-])(O)=O.[Na+] (sodium bicarbonate). Run in CN(C=O)C (dimethylformamide). The product is C1(=CC=CC=C1)C=1CCN(CC1)CCC#C (4-(3,6-Dihydro-4-phenyl-1(2H)-pyridinyl)-1-butyne). Reaction SMILES: S(C1C=CC(C)=CC=1)(O[CH2:5][CH2:6][C:7]#[CH:8])(=O)=O.[C:16]1([C:22]2[CH2:23][CH2:24][NH:25][CH2:26][CH:27]=2)[CH:21]=[CH:20][CH:19]=[CH:18][CH:17]=1.C(=O)(O)[O-].[Na+]>CN(C)C=O>[C:16]1([C:22]2[CH2:27][CH2:26][N:25]([CH2:8][CH2:7][C:6]#[CH:5])[CH2:24][CH:23]=2)[CH:21]=[CH:20][CH:19]=[CH:18][CH:17]=1 |f:2.3|. Procedure details: A solution of 3-butynyl tosylate (25.0 g, 0.11 mol), 4-phenyl-1,2,3,6-tetrahydropyridine (21.8 g, 0.11 mol) and sodium bicarbonate (10.3 g, 0.12 mol) in 300 mL of dimethylformamide is heated at 80° C. for 18 hours. The solvent is removed under reduced pressure, and the residue is partitioned between 200 mL of dichloromethane and 200 mL of water. The aqueous layer is extracted with 100 mL of dichloromethane and the combined organic layers are dried (sodium sulfate), and the solvent is removed in ... The reactants are [Cl-].[Al+3].[Cl-].[Cl-] (aluminum chloride), Cl (hydrochloric acid), CC1=CC=C(S1)C(=O)Cl (5-methyl-2-thenoyl chloride), CN1C(=CC=C1)CC#N (1-methylpyrrole-2-acetonitrile). Reaction conditions: temperature 0 celsius, time 40 minute. Reported procedure: To a suspension of 25.54 g. (0.019 mole) anhydrous aluminum chloride in 70 ml. of 1,2-dichloroethane is added 30.7 g. (0.019 mole) 5-methyl-2-thenoyl chloride. The resulting solution is added dropwise to a chilled (0°C.) solution of 24 g. (0.02 mole) 1-methylpyrrole-2-acetonitrile. After the addition, the solution is stirred at room temperature for approximately 40 minutes and than heated at reflux for 3 minutes and poured onto ice acidified with dilute hydrochloric acid. The two phases are sepa... The solvent is ClCCCl (1,2-dichloroethane). Yields the product CN1C(=CC=C1C(C1=CC=C(S1)C)=O)CC#N (1-Methyl-5-(5-methyl-2-thenoyl)-pyrrole-2-acetonitrile). As a reaction SMILES: [Cl-].[Al+3].[Cl-].[Cl-].[CH3:5][C:6]1[S:10][C:9]([C:11](Cl)=[O:12])=[CH:8][CH:7]=1.[CH3:14][N:15]1[CH:19]=[CH:18][CH:17]=[C:16]1[CH2:20][C:21]#[N:22].Cl>ClCCCl>[CH3:14][N:15]1[C:19]([C:11](=[O:12])[C:9]2[S:10][C:6]([CH3:5])=[CH:7][CH:8]=2)=[CH:18][CH:17]=[C:16]1[CH2:20][C:21]#[N:22] |f:0.1.2.3|. The reactants are [N+](=O)([O-])C1=C2CCCC(C2=CC=C1)C(=O)O (5-nitro-1,2,3,4-tetrahydro-1-naphthoic acid), C(C)(=O)OCC (ethyl acetate), P(Cl)(Cl)(Cl)(Cl)Cl (phosphorus pentachloride). Conditions: time 30 minute. Yields the product [N+](=O)([O-])C1=C2CCCC(C2=CC=C1)C(=O)OC1=CC=C(C=C1)C(=O)OCC (p-ethoxycarbonylphenyl 5-nitro-1,2,3,4-tetrahydro-1-naphthoate). The yield is 80.0%. As a reaction SMILES: [N+:1]([C:4]1[CH:13]=[CH:12][CH:11]=[C:10]2[C:5]=1[CH2:6][CH2:7][CH2:8][CH:9]2[C:14]([OH:16])=[O:15])([O-:3])=[O:2].P(Cl)(Cl)(Cl)(Cl)Cl.[C:23]([O:26][CH2:27][CH3:28])(=[O:25])[CH3:24]>>[N+:1]([C:4]1[CH:13]=[CH:12][CH:11]=[C:10]2[C:5]=1[CH2:6][CH2:7][CH2:8][CH:9]2[C:14]([O:16][C:4]1[CH:13]=[CH:12][C:24]([C:23]([O:26][CH2:27][CH3:28])=[O:25])=[CH:6][CH:5]=1)=[O:15])([O-:3])=[O:2]. Procedure: In 50 ml of ethyl acetate was dissolved 5 g of 5-nitro-1,2,3,4-tetrahydro-1-naphthoic acid. After addition of 4.6 g of phosphorus pentachloride to the resulting solution at room temperature, the mixture was stirred for 30 minutes. The precipitates were removed by filtration and the filtrate was freed from ethyl acetate by distillation under reduced pressure. The residue was dissolved in 100 ml of fresh ethyl acetate. To the solution were added, with cooling, 4.1 g of p-ethoxycarbonylphenol and 2...